Dataset: the Open Reaction Database (ORD), a public repository of structured organic reaction records. Task: describe an organic reaction: reactants, conditions, products, and yield Reaction SMILES: [BH4-:28].[CH3:30][CH2:31][OH:32].[Na+:29].[O:1]=[CH:2][CH:3]=[CH:4][c:5]1[cH:6][cH:7][c:8]([C:9](=[O:10])[NH:11][c:12]2[c:13]([NH:18][C:19]([O:20][C:21]([CH3:22])([CH3:23])[CH3:24])=[O:25])[cH:14][cH:15][cH:16][cH:17]2)[cH:26][cH:27]1>>[OH:1][CH2:2][CH:3]=[CH:4][c:5]1[cH:6][cH:7][c:8]([C:9](=[O:10])[NH:11][c:12]2[c:13]([NH:18][C:19]([O:20][C:21]([CH3:22])([CH3:23])[CH3:24])=[O:25])[cH:14][cH:15][cH:16][cH:17]2)[cH:26][cH:27]1. Starting materials: [BH4-], CCO, [Na+], CC(C)(C)OC(=O)Nc1ccccc1NC(=O)c1ccc(C=CC=O)cc1. Yields the product CC(C)(C)OC(=O)Nc1ccccc1NC(=O)c1ccc(C=CCO)cc1. Reactants: FC=1C=C(C=CC1)C1=NC=C(C(=C1)C1=NC(=NC=C1)N1CCN(CC1)C(=O)OC(C)(C)C)O (tert-butyl 4-(4-(2-(3-fluorophenyl)-5-hydroxypyridin-4-yl)pyrimidin-2-yl)piperazin-1-carboxylate), C(C)(C)(C)OC(N(C=1N=CSC1)S(=O)(=O)C1=C(C=C(C(=C1)Cl)F)F)=O (tert-butyl((5-chloro-2,4-difluorophenyl)sulfonyl)(thiazol-4-yl)carbamate), C(=O)([O-])[O-].[Cs+].[Cs+] (Cs2CO3). The solvent is CN(C=O)C (N,N-dimethylformamide). Yields the product C(C)(C)(C)OC(=O)N(S(=O)(=O)C1=CC(=C(OC=2C(=CC(=NC2)C2=CC(=CC=C2)F)C2=NC(=NC=C2)N2CCN(CC2)C(=O)OC(C)(C)C)C=C1F)Cl)C=1N=CSC1 (tert-butyl 4-(4-(5-(4-(N-(tert-butoxycarbonyl)-N-(thiazol-4-yl)sulfamoyl)-2-chloro-5-fluorophenoxy)-2-(3-fluorophenyl)pyridin-4-yl)pyrimidin-2-yl)piperazin-1-carboxylate). Yield: 53.6%. As a reaction SMILES: [F:1][C:2]1[CH:3]=[C:4]([C:8]2[CH:13]=[C:12]([C:14]3[CH:19]=[CH:18][N:17]=[C:16]([N:20]4[CH2:25][CH2:24][N:23]([C:26]([O:28][C:29]([CH3:32])([CH3:31])[CH3:30])=[O:27])[CH2:22][CH2:21]4)[N:15]=3)[C:11]([OH:33])=[CH:10][N:9]=2)[CH:5]=[CH:6][CH:7]=1.[C:34]([O:38][C:39](=[O:58])[N:40]([S:46]([C:49]1[CH:54]=[C:53]([Cl:55])[C:52](F)=[CH:51][C:50]=1[F:57])(=[O:48])=[O:47])[C:41]1[N:42]=[CH:43][S:44][CH:45]=1)([CH3:37])([CH3:36])[CH3:35].C([O-])([O-])=O.[Cs+].[Cs+]>CN(C)C=O>[C:34]([O:38][C:39]([N:40]([C:41]1[N:42]=[CH:43][S:44][CH:45]=1)[S:46]([C:49]1[C:50]([F:57])=[CH:51][C:52]([O:33][C:11]2[C:12]([C:14]3[CH:19]=[CH:18][N:17]=[C:16]([N:20]4[CH2:21][CH2:22][N:23]([C:26]([O:28][C:29]([CH3:30])([CH3:32])[CH3:31])=[O:27])[CH2:24][CH2:25]4)[N:15]=3)=[CH:13][C:8]([C:4]3[CH:5]=[CH:6][CH:7]=[C:2]([F:1])[CH:3]=3)=[N:9][CH:10]=2)=[C:53]([Cl:55])[CH:54]=1)(=[O:48])=[O:47])=[O:58])([CH3:37])([CH3:35])[CH3:36] |f:2.3.4|. Procedure details: 10.0 mg (1.0 eq) of the obtained tert-butyl 4-(4-(2-(3-fluorophenyl)-5-hydroxypyridin-4-yl)pyrimidin-2-yl)piperazin-1-carboxylate and 9.1 mg (1.0 eq) of the obtained tert-butyl((5-chloro-2,4-difluorophenyl)sulfonyl)(thiazol-4-yl)carbamate were dissolved in 0.2 mL of N,N-dimethylformamide 0.2 mL, then 21.6 mg (3.0 eq) of Cs2CO3 was added thereto. The mixture was reacted at room temperature for 16 hours. The solvent was removed by concentrating under reduced pressure. The residue was separated by ... Reactants: C1(=CC=C(C=C1)C(=O)Cl)C (p-toluic acid chloride), NC1=CC=C(C#N)C=C1 (4-Aminobenzonitrile), O (water). Reagents/catalysts: CN(C1=CC=NC=C1)C (4-dimethylaminopyridine). Solvent: C(Cl)(Cl)Cl (chloroform). Reaction conditions: temperature 0 celsius, time 8 hour. The product is C(#N)C1=CC=C(C=C1)NC(C1=CC=C(C=C1)C)=O (N-(4-cyano-phenyl)-4-methyl-benzamide). The yield is 57.3%. RXN SMILES: [NH2:1][C:2]1[CH:9]=[CH:8][C:5]([C:6]#[N:7])=[CH:4][CH:3]=1.[C:10]1([CH3:19])[CH:15]=[CH:14][C:13]([C:16](Cl)=[O:17])=[CH:12][CH:11]=1.O>C(Cl)(Cl)Cl.CN(C)C1C=CN=CC=1>[C:6]([C:5]1[CH:8]=[CH:9][C:2]([NH:1][C:16](=[O:17])[C:13]2[CH:14]=[CH:15][C:10]([CH3:19])=[CH:11][CH:12]=2)=[CH:3][CH:4]=1)#[N:7]. Procedure: 4-Aminobenzonitrile (1.10 g) was dissolved in chloroform (30 ml). After having been cooled to 0° C., the reaction solution was added with 4-dimethylaminopyridine (1.70 g) and p-toluic acid chloride (1.95 g). The reaction solution was warmed back to room temperature and stirred overnight. The reaction solution was added with distilled water and subjected to extraction with chloroform. The organic layer was washed with a saturated saline solution and dried with anhydrous sodium sulfate. The organi... Starting materials: C(C=C)Br (allyl bromide), [Si](C)(C)(C(C)(C)C)OCCC(C#N)CC1=CC=CC=C1 (2-(2-(t-butyldimethylsilyloxy)ethyl)-3-phenylpropionitrile), O1CCCC1 (tetrahydrofuran), C[Si](C)(C)[N-][Si](C)(C)C.[Li+] (lithium bis(trimethylsilyl)amide). Run in C(C)(=O)OCC.CCCCCC (ethyl acetate hexane), CN(P(=O)(N(C)C)N(C)C)C (hexamethylphosphoramide), O (water). Reaction conditions: temperature -78 celsius, time 30 minute. The product is [Si](C)(C)(C(C)(C)C)OCCC(C#N)(CC1=CC=CC=C1)CC=C (2-(2-(t-butyldimethylsilyloxy)ethyl)-2-allyl-3-phenylpropionitrile). Reaction SMILES: [Si:1]([O:8][CH2:9][CH2:10][CH:11]([CH2:14][C:15]1[CH:20]=[CH:19][CH:18]=[CH:17][CH:16]=1)[C:12]#[N:13])([C:4]([CH3:7])([CH3:6])[CH3:5])([CH3:3])[CH3:2].O1C[CH2:24][CH2:23][CH2:22]1.C[Si]([N-][Si](C)(C)C)(C)C.[Li+].C(Br)C=C>C(OCC)(=O)C.CCCCCC.O.CN(C)P(N(C)C)(N(C)C)=O>[Si:1]([O:8][CH2:9][CH2:10][C:11]([CH2:24][CH:23]=[CH2:22])([CH2:14][C:15]1[CH:16]=[CH:17][CH:18]=[CH:19][CH:20]=1)[C:12]#[N:13])([C:4]([CH3:7])([CH3:6])[CH3:5])([CH3:3])[CH3:2] |f:2.3,5.6|. Procedure: Combine 2-(2-(t-butyldimethylsilyloxy)ethyl)-3-phenylpropionitrile (1.32 g,4.55 mmol) and tetrahydrofuran (8 mL). Cool to −78° C. using a dry-ice/acetone bath. Add a solution of lithium bis(trimethylsilyl)amide (9.1 mL, 1 M in THF, 9.1 mmol). After 30 minutes, add hexamethylphosphoramide (0.25 mL) and allyl bromide (1.10 g, 9.1 mmol). Warm slowly to ambient temperature. After 12 hours, add water and separate the layers. Extract the aqueous layer three times with ethyl acetate. Combine the organi... Procedure details: In a similar manner to Example 63, (2S,4S)-1-[[N-(4-carboxybicyclo[2.2.2]oct-1-yl)amino]acetyl]-4-fluoropyrrolidine-2-carbonitrile (50.0 mg) and 4-cyclohexylaniline (60.0 mg) were used to obtain (2S,4S)-1-[[N-[4-[N-(4-cyclohexylphenyl)amino]carbonylbicyclo[2.2.2]oct-1-yl]amino]acetyl]-4-fluoropyrrolidine-2-carbonitrile (22.3 mg). As a reaction SMILES: [C:1]([C:4]12[CH2:11][CH2:10][C:7]([NH:12][CH2:13][C:14]([N:16]3[CH2:20][C@@H:19]([F:21])[CH2:18][C@H:17]3[C:22]#[N:23])=[O:15])([CH2:8][CH2:9]1)[CH2:6][CH2:5]2)(O)=[O:2].[CH:24]1([C:30]2[CH:36]=[CH:35][C:33]([NH2:34])=[CH:32][CH:31]=2)[CH2:29][CH2:28][CH2:27][CH2:26][CH2:25]1>>[CH:24]1([C:30]2[CH:31]=[CH:32][C:33]([NH:34][C:1]([C:4]34[CH2:11][CH2:10][C:7]([NH:12][CH2:13][C:14]([N:16]5[CH2:20][C@@H:19]([F:21])[CH2:18][C@H:17]5[C:22]#[N:23])=[O:15])([CH2:8][CH2:9]3)[CH2:6][CH2:5]4)=[O:2])=[CH:35][CH:36]=2)[CH2:25][CH2:26][CH2:27][CH2:28][CH2:29]1. The reactants are C(=O)(O)C12CCC(CC1)(CC2)NCC(=O)N2[C@@H](C[C@@H](C2)F)C#N ((2S,4S)-1-[[N-(4-carboxybicyclo[2.2.2]oct-1-yl)amino]acetyl]-4-fluoropyrrolidine-2-carbonitrile), C1(CCCCC1)C1=CC=C(N)C=C1 (4-cyclohexylaniline). Yield: 30.0%. Yields the product C1(CCCCC1)C1=CC=C(C=C1)NC(=O)C12CCC(CC1)(CC2)NCC(=O)N2[C@@H](C[C@@H](C2)F)C#N ((2S,4S)-1-[[N-[4-[N-(4-cyclohexylphenyl)amino]carbonylbicyclo[2.2.2]oct-1-yl]amino]acetyl]-4-fluoropyrrolidine-2-carbonitrile). The reactants are BrC1=CC=C(OC=2C(=NC=CC2)C#N)C=C1 (3-(4-bromophenoxy)picolinonitrile), ice water, [OH-].[K+] (KOH). Reaction conditions: temperature 190 celsius, time 2 hour. The product is BrC1=CC=2C(C3=NC=CC=C3OC2C=C1)=O (8-bromo-10H-chromeno[3,2-b]pyridin-10-one). As a reaction SMILES: [Br:1][C:2]1[CH:16]=[CH:15][C:5]([O:6][C:7]2[C:8]([C:13]#N)=[N:9][CH:10]=[CH:11][CH:12]=2)=[CH:4][CH:3]=1.[OH-:17].[K+]>>[Br:1][C:2]1[CH:16]=[CH:15][C:5]2[O:6][C:7]3[C:8](=[N:9][CH:10]=[CH:11][CH:12]=3)[C:13](=[O:17])[C:4]=2[CH:3]=1 |f:1.2|. Procedure: A RBF was charged with 3-chloro-2-cyanopyridine (40 g, 289 mmol), 4-bromophenol (49.9 g, 289 mmol) and cesium carbonate (113 g, 346 mmol). The reactants were suspended in 50 mL of DMSO and allowed to stir at 85 C overnight. The reaction was cooled to RT and to it was added 600 mL of water. The reaction was filtered and the solid washed with water, air dried to provide 3-(4-bromophenoxy)picolinonitrile as a tan solid. Step 2: A mixture of 3-(4-bromophenoxy)picolinonitrile (57 g, 207 mmol) and 300... Starting materials: CC1=C(C=CC=C1)C1=CC=CC(=N1)C (6-(2-methylphenyl)-2-methylpyridine), [Se](=O)=O (selenium dioxide). Run in O1CCOCC1 (1,4-dioxane). The product is CC1=C(C=CC=C1)C1=CC=CC(=N1)C=O (6-(2-methylphenyl)-2-pyridinecarboxaldehyde), oil. RXN SMILES: [CH3:1][C:2]1[CH:7]=[CH:6][CH:5]=[CH:4][C:3]=1[C:8]1[N:13]=[C:12]([CH3:14])[CH:11]=[CH:10][CH:9]=1.[Se](=O)=[O:16]>O1CCOCC1>[CH3:1][C:2]1[CH:7]=[CH:6][CH:5]=[CH:4][C:3]=1[C:8]1[N:13]=[C:12]([CH:14]=[O:16])[CH:11]=[CH:10][CH:9]=1. Procedure details: 2.8 g of 6-(2-methylphenyl)-2-methylpyridine was dissolved in 180 ml 1,4-dioxane, 1.4 g of selenium dioxide (Aldrich Gold Label) was added and the mixture refluxed for 36 hours. The solids were removed by filtration. Ether was added and the organic extracts washed five times with 100 ml water. After drying over magnesium sulfate and evaporation, 6-(2-methylphenyl)-2-pyridinecarboxaldehyde was afforded as a pale yellow oil (1.4 g). The reactants are CC#N, CCN(C(C)C)C(C)C, C#CC1CCC(C#N)N1C(=O)CCl, CC1(N)CCN(C(=O)c2ccncc2)CC1. Yields the product C#CC1CCC(C#N)N1C(=O)CNC1(C)CCN(C(=O)c2ccncc2)CC1, Cl. As a reaction SMILES: [CH3:39][C:40]#[N:41].[CH:30]([N:31]([CH:32]([CH3:33])[CH3:34])[CH2:35][CH3:36])([CH3:37])[CH3:38].[Cl:1][CH2:2][C:3](=[O:4])[N:5]1[CH:6]([C:12]#[N:13])[CH2:7][CH2:8][CH:9]1[C:10]#[CH:11].[NH2:14][C:15]1([CH3:29])[CH2:16][CH2:17][N:18]([C:21](=[O:22])[c:23]2[cH:24][cH:25][n:26][cH:27][cH:28]2)[CH2:19][CH2:20]1>>[CH2:2]([C:3](=[O:4])[N:5]1[CH:6]([C:12]#[N:13])[CH2:7][CH2:8][CH:9]1[C:10]#[CH:11])[NH:14][C:15]1([CH3:29])[CH2:16][CH2:17][N:18]([C:21](=[O:22])[c:23]2[cH:24][cH:25][n:26][cH:27][cH:28]2)[CH2:19][CH2:20]1.[ClH:1].